This data is from the Open Reaction Database (ORD), a public repository of structured organic reaction records. The task is: describe an organic reaction: reactants, conditions, products, and yield Reactants: ClC=1C=C2C=C(NC2=C(C1)NC1CCCC1)C=1SC[C@H](N1)CCO (2-[(R)-2-(5-chloro-7-cyclopentylamino-1H-indol-2-yl)-4,5-dihydro-thiazol-4-yl]-ethanol), C(=O)(OC(C)(C)C)N1CCNCC1 (1-BOC-piperazine). Product: ClC=1C=C2C=C(NC2=C(C1)NC1CCCC1)C=1SC[C@H](N1)CCN1CCN(CC1)C(=O)OC(C)(C)C ({5-Chloro-2-[(R)-4-(2-1-BOC-piperazin-4-yl-ethyl)-4,5-dihydro-thiazol-2-yl]-1H-indol-7-yl}-cyclopentyl-amine). Reaction SMILES: [Cl:1][C:2]1[CH:3]=[C:4]2[C:8](=[C:9]([NH:11][CH:12]3[CH2:16][CH2:15][CH2:14][CH2:13]3)[CH:10]=1)[NH:7][C:6]([C:17]1[S:18][CH2:19][C@@H:20]([CH2:22][CH2:23]O)[N:21]=1)=[CH:5]2.[C:25]([N:32]1[CH2:37][CH2:36][NH:35][CH2:34][CH2:33]1)([O:27][C:28]([CH3:31])([CH3:30])[CH3:29])=[O:26]>>[Cl:1][C:2]1[CH:3]=[C:4]2[C:8](=[C:9]([NH:11][CH:12]3[CH2:16][CH2:15][CH2:14][CH2:13]3)[CH:10]=1)[NH:7][C:6]([C:17]1[S:18][CH2:19][C@@H:20]([CH2:22][CH2:23][N:35]3[CH2:34][CH2:33][N:32]([C:25]([O:27][C:28]([CH3:31])([CH3:30])[CH3:29])=[O:26])[CH2:37][CH2:36]3)[N:21]=1)=[CH:5]2. Procedure details: 2-[(R)-2-(5-chloro-7-cyclopentylamino-1H-indol-2-yl)-4,5-dihydro-thiazol-4-yl]-ethanol prepared in Example 5 and 1-BOC-piperazine were reacted according to the same procedure as Example 156 to give the title compound.